From a dataset of the Open Reaction Database (ORD), a public repository of structured organic reaction records. describe an organic reaction: reactants, conditions, products, and yield Starting materials: C1CCOC1, CC[N+](CC)(CC)Cc1ccccc1, CI, [Cl-], Cc1ccc(-c2cc(=O)[nH]c3ccc(C(O)(c4ccc(Cl)cc4)c4cncn4C)cc23)s1, [Na+], [OH-]. The product is Cc1ccc(-c2cc(=O)n(C)c3ccc(C(O)(c4ccc(Cl)cc4)c4cncn4C)cc23)s1. RXN SMILES: [CH2:37]1[O:38][CH2:39][CH2:40][CH2:41]1.[CH2:43]([N+:44]([CH2:45][CH3:46])([CH2:47][CH3:48])[CH2:49][CH3:50])[c:51]1[cH:52][cH:53][cH:54][cH:55][cH:56]1.[CH3:35][I:36].[Cl-:42].[Cl:1][c:2]1[cH:3][cH:4][c:5]([C:8]([c:9]2[cH:10][c:11]3[c:12](-[c:20]4[s:21][c:22]([CH3:25])[cH:23][cH:24]4)[cH:13][c:14](=[O:19])[nH:15][c:16]3[cH:17][cH:18]2)([c:26]2[n:27]([CH3:31])[cH:28][n:29][cH:30]2)[OH:32])[cH:6][cH:7]1.[Na+:34].[OH-:33]>>[Cl:1][c:2]1[cH:3][cH:4][c:5]([C:8]([c:9]2[cH:10][c:11]3[c:12](-[c:20]4[s:21][c:22]([CH3:25])[cH:23][cH:24]4)[cH:13][c:14](=[O:19])[n:15]([CH3:35])[c:16]3[cH:17][cH:18]2)([c:26]2[n:27]([CH3:31])[cH:28][n:29][cH:30]2)[OH:32])[cH:6][cH:7]1. The reactants are [H-].[Na+] (sodium hydride), CC(C)O (propane-2-ol), ClC1=C2C(=NC(=C1C(=O)OCC)C)N(C=N2)CC (7-chloro-3-ethyl-5-methyl-3H-imidazo[4,5-b]pyridine-6-carboxylic acid, ethyl ester). Solvent: C1=CC=CC=C1 (benzene). Conditions: time 10 hour. Product: C(C)N1C=NC=2C1=NC(=C(C2OC(C)C)C(=O)OCC)C (3-ethyl-5-methyl-7-(1-methylethoxy)-3H-imidazo[4,5-b]pyridine-6-carboxylic acid, ethyl ester). As a reaction SMILES: [H-].[Na+].[CH3:3][CH:4]([OH:6])[CH3:5].Cl[C:8]1[C:13]([C:14]([O:16][CH2:17][CH3:18])=[O:15])=[C:12]([CH3:19])[N:11]=[C:10]2[N:20]([CH2:23][CH3:24])[CH:21]=[N:22][C:9]=12>C1C=CC=CC=1>[CH2:23]([N:20]1[C:10]2=[N:11][C:12]([CH3:19])=[C:13]([C:14]([O:16][CH2:17][CH3:18])=[O:15])[C:8]([O:6][CH:4]([CH3:5])[CH3:3])=[C:9]2[N:22]=[CH:21]1)[CH3:24] |f:0.1|. Reported procedure: 0.03 g. of sodium hydride and 0.6 g. of propane-2-ol are refluxed with stirring in 50 ml. dry benzene for 10 hours. After this time, 2.7 g. of 7-chloro-3-ethyl-5-methyl-3H-imidazo[4,5-b]pyridine-6-carboxylic acid, ethyl ester obtained in Example 1 d are added and heating is continued for an additional 10 hours. The inorganic precipitate is filtered off and the solvent removed by distillation. The oily residue is distilled to obtain 3-ethyl-5-methyl-7-(1-methylethoxy)-3H-imidazo[4,5-b]pyridine-6-... Reactants: O.C=1(C(=CC=CC1)S(=O)(=O)O)C (toluenesulfonic acid hydrate), solution, C(C)OC(=O)C1C(N(C(C(N1)=O)CC(C)C)O)=O (3-ethoxycarbonyl-1-hydroxy-6-isobutylpiperazine-2,5-dione), O1CCCC=C1 (3,4-dihydro-2H-pyran). Solvent: ClCCl (dichloromethane). Reaction conditions: time 4 hour. Yields the product C(C)OC(=O)C1C(N(C(C(N1)=O)CC(C)C)OC1OCCCC1)=O (3-ethoxycarbonyl-6-isobutyl-1-(2-tetrahydropyranyloxy)piperazine-2,5-dione). As a reaction SMILES: O.C1(C)C(S(O)(=O)=O)=CC=CC=1.[CH2:13]([O:15][C:16]([CH:18]1[NH:23][C:22](=[O:24])[CH:21]([CH2:25][CH:26]([CH3:28])[CH3:27])[N:20]([OH:29])[C:19]1=[O:30])=[O:17])[CH3:14].[O:31]1[CH:36]=[CH:35][CH2:34][CH2:33][CH2:32]1>ClCCl>[CH2:13]([O:15][C:16]([CH:18]1[NH:23][C:22](=[O:24])[CH:21]([CH2:25][CH:26]([CH3:27])[CH3:28])[N:20]([O:29][CH:32]2[CH2:33][CH2:34][CH2:35][CH2:36][O:31]2)[C:19]1=[O:30])=[O:17])[CH3:14] |f:0.1|. Procedure: 0.45 g of p, toluenesulfonic acid hydrate was added to 60 ml of a solution of 6.15 g of 3-ethoxycarbonyl-1-hydroxy-6-isobutylpiperazine-2,5-dione and 4 ml of 3,4-dihydro-2H-pyran in anhydrous dichloromethane. The mixture was stirred at room temperature for 4 hours. The reaction mixture was washed with an aqueous solution saturated with sodium hydrogen carbonate and then dried with anhydrous magnesium sulfate. The resulting mixture was subjected to distillation to remove the solvent to obtain 9.6... Starting materials: CS(=O)(=O)C1=NC(=C(C(=N1)OC1=CC(=C(C=C1)F)F)C1=CC=C(C=C1)Cl)C1=C(C=C(C=C1)Cl)Cl (2-Methylsulfonyl-4-(3,4-difluorophenoxy)-5-(4-chlorophenyl)-6-(2,4-dichlorophenyl)pyrimidine), N1CCCCC1 (piperidine). Solvent: C1CCOC1 (THF). Yields the product N1(CCCCC1)C1=NC(=C(C(=N1)OC1=CC(=C(C=C1)F)F)C1=CC=C(C=C1)Cl)C1=C(C=C(C=C1)Cl)Cl (2-(N-Piperidinyl)-4-(3,4-difluorophenoxy)-5-(4-chlorophenyl)-6-(2,4-dichlorophenyl)pyrimidine). RXN SMILES: CS([C:5]1[N:10]=[C:9]([O:11][C:12]2[CH:17]=[CH:16][C:15]([F:18])=[C:14]([F:19])[CH:13]=2)[C:8]([C:20]2[CH:25]=[CH:24][C:23]([Cl:26])=[CH:22][CH:21]=2)=[C:7]([C:27]2[CH:32]=[CH:31][C:30]([Cl:33])=[CH:29][C:28]=2[Cl:34])[N:6]=1)(=O)=O.[NH:35]1[CH2:40][CH2:39][CH2:38][CH2:37][CH2:36]1>C1COCC1>[N:35]1([C:5]2[N:10]=[C:9]([O:11][C:12]3[CH:17]=[CH:16][C:15]([F:18])=[C:14]([F:19])[CH:13]=3)[C:8]([C:20]3[CH:21]=[CH:22][C:23]([Cl:26])=[CH:24][CH:25]=3)=[C:7]([C:27]3[CH:32]=[CH:31][C:30]([Cl:33])=[CH:29][C:28]=3[Cl:34])[N:6]=2)[CH2:40][CH2:39][CH2:38][CH2:37][CH2:36]1. Reported procedure: 2-Methylsulfonyl-4-(3,4-difluorophenoxy)-5-(4-chlorophenyl)-6-(2,4-dichlorophenyl)pyrimidine (from Example 20) (30 mg, 0.06 mmol) was reacted with excess piperidine (0.5 mL) in THF in a sealed tube at 60° C. overnight by general procedure described in Example 103 to afford the title compound: HPLC/MS: m/e=546 (M++1); Rt=5.36 min. 1H-NMR 400 MHz (CDCl3); δ 0.85-0.95 (m, 2H), 1.71-1.59 (m, 2H), 1.60-1.69 (m, 2H), 3.55-3.65 (s, 4H), 6.89-6.94 (m, 1H), 7.08-7.21 (m, 8H), 7.35 (d, J=2 Hz, 1H). Reactants: [H-].[Na+] (NaH), N1C(=NC2=C1C=CC=C2)NC2CCN(CC2)C(=O)OC(C)(C)C (1,1-dimethyl-ethyl 4-(1H-benzimidazol-2-ylamino)-1-piperidinecarboxylate), O1CC1C1=CC=CC(=N1)C (6-(Epoxyethyl)-2-picoline). The solvent is CN(C=O)C (N,N-di-methylformamide), CN(C=O)C (N,N-dimethylformamide). Run at temperature 40 celsius, time 1 hour. The product is OC(CN1C(=NC2=C1C=CC=C2)NC2CCN(CC2)C(=O)OC(C)(C)C)C2=NC(=CC=C2)C ((±)-1,1-dimethylethyl 4-[[1-[2-hydroxy-2-(6-methyl-2-pyridinyl)ethyl]-1H-benzimidazol-2-yl]amino]-1-piperidinecarboxylate). The yield is 38.8%. RXN SMILES: [H-].[Na+].[NH:3]1[C:7]2[CH:8]=[CH:9][CH:10]=[CH:11][C:6]=2[N:5]=[C:4]1[NH:12][CH:13]1[CH2:18][CH2:17][N:16]([C:19]([O:21][C:22]([CH3:25])([CH3:24])[CH3:23])=[O:20])[CH2:15][CH2:14]1.[O:26]1[CH:28]([C:29]2[N:34]=[C:33]([CH3:35])[CH:32]=[CH:31][CH:30]=2)[CH2:27]1>CN(C)C=O>[OH:26][CH:28]([C:29]1[CH:30]=[CH:31][CH:32]=[C:33]([CH3:35])[N:34]=1)[CH2:27][N:3]1[C:7]2[CH:8]=[CH:9][CH:10]=[CH:11][C:6]=2[N:5]=[C:4]1[NH:12][CH:13]1[CH2:18][CH2:17][N:16]([C:19]([O:21][C:22]([CH3:25])([CH3:24])[CH3:23])=[O:20])[CH2:15][CH2:14]1 |f:0.1|. Procedure: Reaction under N2 flow. NaH 60% (0.02 mol) was added to a mixture of 1,1-dimethyl-ethyl 4-(1H-benzimidazol-2-ylamino)-1-piperidinecarboxylate (0.02 mol) in N,N-di-methylformamide (100 ml). The mixture was stirred at 40° C. for 1 hour. 6-(Epoxyethyl)-2-picoline (0.02 mol) in a small amount of N,N-dimethylformamide was added. The mixture was stirred at 100° C. overnight. The solvent was evaporated. The residue was taken up in H2O and CH2Cl2. The organic layer was separated, dried, filtered and the... The reactants are Cl (hydrogen chloride), C([O-])([O-])=O.[K+].[K+] (potassium carbonate), CI (methyl iodide), FC(C=1C=C(C=C(C1)C(F)(F)F)CO[C@H]1[C@@]2(CC[C@H](CC1)N2)C2=CC=CC=C2)(F)F ((1R*,2R*,5R*)-2-{[3,5-Bis(trifluoromethyl)phenyl]methoxy}-1-phenyl-8-azabicyclo[3.2.1]octane). Solvent: O (water), C(C)OCC (diethyl ether), CN(C=O)C (dimethylformamide), C(C)OCC (diethyl ether). Conditions: time 1 hour. Yields the product Cl.FC(C=1C=C(C=C(C1)C(F)(F)F)CO[C@H]1[C@@]2(CC[C@H](CC1)N2C)C2=CC=CC=C2)(F)F ((1R*,2R*,5R*)-2-{[3,5-Bis(trifluoromethyl)phenyl]methoxy}-8-methyl-1-phenyl-8-azabicyclo[3.2.1]octane hydrochloride). RXN SMILES: [F:1][C:2]([F:30])([F:29])[C:3]1[CH:4]=[C:5]([CH2:13][O:14][C@@H:15]2[CH2:21][CH2:20][C@@H:19]3[NH:22][C@@:16]2([C:23]2[CH:28]=[CH:27][CH:26]=[CH:25][CH:24]=2)[CH2:17][CH2:18]3)[CH:6]=[C:7]([C:9]([F:12])([F:11])[F:10])[CH:8]=1.[C:31](=O)([O-])[O-].[K+].[K+].CI.[ClH:39]>CN(C)C=O.C(OCC)C.O>[ClH:39].[F:11][C:9]([F:12])([F:10])[C:7]1[CH:6]=[C:5]([CH2:13][O:14][C@@H:15]2[CH2:21][CH2:20][C@@H:19]3[N:22]([CH3:31])[C@@:16]2([C:23]2[CH:24]=[CH:25][CH:26]=[CH:27][CH:28]=2)[CH2:17][CH2:18]3)[CH:4]=[C:3]([C:2]([F:29])([F:1])[F:30])[CH:8]=1 |f:1.2.3,9.10|. Procedure: (1R*,2R*,5R*)-2-{[3,5-Bis(trifluoromethyl)phenyl]methoxy}-1-phenyl-8-azabicyclo[3.2.1]octane (Example 60; 117 mg, 0.27 mmol) was dissolved in dimethylformamide (2 ml) and potassium carbonate (149 mg, 1.08 mmol) and methyl iodide (0.02 ml, 0.32 mmol) added and the mixture stirred at room temperature for 1 hour. The reaction mixture was poured into water then extracted with ethyl acetate (×2), dried (MgSO4), and concentrated in vacuo to give a yellow oil. This was purified by flash column chromato... The reactants are FC(C(=O)NC1=CC=C(C=C1)CC#N)(C(C(F)(F)F)(F)F)F (2,2,3,3,4,4,4-heptafluoro-N-[4-(cyanomethyl)phenyl]butanamide), [N-]=[N+]=[N-].[Na+] (sodium azide), [Cl-].[NH4+] (ammonium chloride), O (water), O (water). Solvent: CN(C=O)C (dimethylformamide). Yields the product FC(C(=O)NC1=CC=C(C=C1)CC1=NN=NN1)(C(C(F)(F)F)(F)F)F (2,2,3,3,4,4,4-Heptafluoro-N-[4-(1H-tetrazol-5-ylmethyl)phenyl]butanamide). As a reaction SMILES: [F:1][C:2]([F:22])([C:15]([F:21])([F:20])[C:16]([F:19])([F:18])[F:17])[C:3]([NH:5][C:6]1[CH:11]=[CH:10][C:9]([CH2:12][C:13]#[N:14])=[CH:8][CH:7]=1)=[O:4].[N-:23]=[N+:24]=[N-:25].[Na+].[Cl-].[NH4+].O>CN(C)C=O>[F:1][C:2]([F:22])([C:15]([F:20])([F:21])[C:16]([F:19])([F:18])[F:17])[C:3]([NH:5][C:6]1[CH:11]=[CH:10][C:9]([CH2:12][C:13]2[NH:25][N:24]=[N:23][N:14]=2)=[CH:8][CH:7]=1)=[O:4] |f:1.2,3.4|. Reported procedure: A mixture of 2,2,3,3,4,4,4-heptafluoro-N-[4-(cyanomethyl)phenyl]butanamide (17.5 g.), sodium azide (17.3 g.) and ammonium chloride (14.1 g.) was heated in dimethylformamide (250 ml.) at 130°-135° C. (oil bath) under a nitrogen atmosphere for 20 hours. Enough water was then added to the hot reaction mixture to dissolve all suspended salts and the mixture was allowed to cool to room temperature. Additional water was then added to produce a white precipitate which was filtered, washed with water an... Starting materials: OCCCBr, O=C([O-])[O-], C=CCn1c(Cl)nc2c1c(=O)[nH]c(=O)n2CCC, [Cs+], [Cs+], CN(C)C=O. The product is C=CCn1c(Cl)nc2c1c(=O)n(CCCO)c(=O)n2CCC. RXN SMILES: [Br:25][CH2:26][CH2:27][CH2:28][OH:29].[C:19](=[O:20])([O-:21])[O-:22].[Cl:1][c:2]1[n:3][c:4]2[n:5]([CH2:16][CH2:17][CH3:18])[c:6](=[O:15])[nH:7][c:8](=[O:14])[c:9]2[n:10]1[CH2:11][CH:12]=[CH2:13].[Cs+:23].[Cs+:24].[O:30]=[CH:31][N:32]([CH3:33])[CH3:34]>>[Cl:1][c:2]1[n:3][c:4]2[n:5]([CH2:16][CH2:17][CH3:18])[c:6](=[O:15])[n:7]([CH2:26][CH2:27][CH2:28][OH:29])[c:8](=[O:14])[c:9]2[n:10]1[CH2:11][CH:12]=[CH2:13]. Starting materials: CCOC(=O)C1Oc2cc(C)c(S(=O)(=O)c3ccccc3)cc2O1, CO, Cl, [Na+], [OH-]. The product is Cc1cc2c(cc1S(=O)(=O)c1ccccc1)OC(C(=O)O)O2. As a reaction SMILES: [CH2:1]([CH3:2])[O:3][C:4](=[O:5])[CH:6]1[O:7][c:8]2[c:9]([cH:11][c:12]([S:16](=[O:17])(=[O:18])[c:19]3[cH:20][cH:21][cH:22][cH:23][cH:24]3)[c:13]([CH3:15])[cH:14]2)[O:10]1.[CH3:28][OH:29].[ClH:27].[Na+:26].[OH-:25]>>[O:3]=[C:4]([OH:5])[CH:6]1[O:7][c:8]2[c:9]([cH:11][c:12]([S:16](=[O:17])(=[O:18])[c:19]3[cH:20][cH:21][cH:22][cH:23][cH:24]3)[c:13]([CH3:15])[cH:14]2)[O:10]1. Starting materials: C(C1=CC=CC=C1)=O (benzaldehyde), C(CCC)N (butylamine). The solvent is O (water). Conditions: time 45 minute. Product: C(C1=CC=CC=C1)=CCCCN (Benzylidene Butylamine). The yield is 68.3%. RXN SMILES: [CH:1](=O)[C:2]1[CH:7]=[CH:6][CH:5]=[CH:4][CH:3]=1.[CH2:9]([NH2:13])[CH2:10][CH2:11][CH3:12]>O>[CH:1](=[CH:12][CH2:11][CH2:10][CH2:9][NH2:13])[C:2]1[CH:7]=[CH:6][CH:5]=[CH:4][CH:3]=1. Procedure details: To a stirred mixture of 20 g of water and 21.2 g of benzaldehyde, butylamine (14.6 g) was added under an nitrogen atmosphere. After being stirred for 45 minutes at room temperature, the agitation was stopped and the reaction mixture was allowed to stand for at least 15 minutes. The lower aqueous layer was then separated from the reaction mixture. The upper layer was collected and dried over anhydrous magnesium sulfate to give 22.0 g of product. 1H NMR (300 Hz, CDCl3, ppm): 8.25 (1H, s), 7.69 (2H...